describe an organic reaction: reactants, conditions, products, and yield From a dataset of the Open Reaction Database (ORD), a public repository of structured organic reaction records. The reactants are FC=1C=NC(=NC1)Cl (5-fluoro-2-chloropyrimidine), C(C1=CC=CC=C1)(=O)OOC(C1=CC=CC=C1)=O (benzoyl peroxide), FC(C(=O)O)(F)F (trifluoroacetic acid). The solvent is CO (methanol). Reaction conditions: temperature 65 celsius. Product: ClC1=NC=C(C(=N1)CO)F ((2-Chloro-5-fluoro-pyrimidin-4-yl)methanol). The yield is 24.7%. RXN SMILES: [F:1][C:2]1[CH:3]=[N:4][C:5]([Cl:8])=[N:6][CH:7]=1.[C:9](OOC(=O)C1C=CC=CC=1)(=[O:16])C1C=CC=CC=1.FC(F)(F)C(O)=O>CO>[Cl:8][C:5]1[N:6]=[C:7]([CH2:9][OH:16])[C:2]([F:1])=[CH:3][N:4]=1. Procedure: To a solution of 5-fluoro-2-chloropyrimidine (500 μL, 5.24 mmol) in methanol (50 mL) is added benzoyl peroxide (1.5 g, 6.0 mmol) and trifluoroacetic acid (450 μL, 5.95 mmol). The resulting colorless clear solution is degassed by bubbling nitrogen through for 5 minutes and it is then heated at 65° C. for 18.5 hours. The solution is then cooled and concentrated. The resulting residue is diluted with chloroform (50 mL) and washed with saturated aqueous sodium bicarbonate solution (50 mL) and the la...